This data is from the Open Reaction Database (ORD), a public repository of structured organic reaction records. The task is: describe an organic reaction: reactants, conditions, products, and yield Reactants: [N+](=O)(O)[O-] (nitric acid), ClC1=CC(=C(C(=C1)F)NC(C)=O)F (N-(4-chloro-2,6-difluorophenyl)acetamide), ice water. Solvent: S(O)(O)(=O)=O (sulfuric acid). Conditions: temperature 2.5 celsius, time 1 hour. Product: ClC1=C(C(=C(C(=C1)F)NC(C)=O)F)[N+](=O)[O-] (N-(4-Chloro-2,6-difluoro-3-nitrophenyl)acetamide). Reaction SMILES: [N+:1]([O-:4])(O)=[O:2].[Cl:5][C:6]1[CH:11]=[C:10]([F:12])[C:9]([NH:13][C:14](=[O:16])[CH3:15])=[C:8]([F:17])[CH:7]=1>S(=O)(=O)(O)O>[Cl:5][C:6]1[CH:7]=[C:8]([F:17])[C:9]([NH:13][C:14](=[O:16])[CH3:15])=[C:10]([F:12])[C:11]=1[N+:1]([O-:4])=[O:2]. Procedure details: 30.7 g (487 mmol) of concentrated nitric acid were added dropwise at 0-5° C. to a solution of 100 g (487 mmol) of N-(4-chloro-2,6-difluorophenyl)acetamide in 500 ml of concentrated sulfuric acid. After the reaction mixture had been stirred for one hour at 0-5° C., it was stirred into ice-water. The resulting solid was separated off, washed twice with water and dried. Yield: 81.3 g (72%); Starting materials: C(C)(C)N(CC)C(C)C (DIAE), COC1=CC=C(C=C1)N=NC(=O)N[C@@H](CC1=CC=CC=C1)C(=O)O (N-(4-methoxyphenylazoformyl)-L-phenylalanine), TBTU (O-benzotriazol-1-yl)-N,N,N′,N′-tetramethyluronium tetrafluoroborate, Cl.COC([C@@H](N)CCCNC(N)=N)=O (arginine methyl ester hydrochloride), C(C)(C)N(CC)C(C)C (DIAE). The solvent is CN(C=O)C (dimethylformamide). Run at time 5 minute. Yields the product N[C@@H](CCCNC(N)=N)C(=O)O (Arginine). As a reaction SMILES: Cl.C[O:3][C:4](=[O:14])[C@H:5]([CH2:7][CH2:8][CH2:9][NH:10][C:11](=[NH:13])[NH2:12])[NH2:6].C(N(C(C)C)CC)(C)C.COC1C=CC(N=NC(N[C@H](C(O)=O)CC2C=CC=CC=2)=O)=CC=1>CN(C)C=O>[NH2:6][C@H:5]([C:4]([OH:14])=[O:3])[CH2:7][CH2:8][CH2:9][NH:10][C:11](=[NH:12])[NH2:13] |f:0.1|. Reported procedure: Operating mode: 1 equivalent of arginine methyl ester hydrochloride was taken up in dimethylformamide (3 ml/mmol). 1.1 equivalent of DIAE (diisopropyl ethylamine), 1 equivalent of N-(4-methoxyphenylazoformyl)-L-phenylalanine then 1.1 equivalent of TBTU (O-benzotriazol-1-yl)-N,N,N′,N′-tetramethyluronium tetrafluoroborate) were added. The necessary quantity of DIAE was added to obtain a pH of 7-8. After 5 min, it was evaporated to dryness and purified by chromatography (orange crystals). The reactants are Cl.COC1=CC=CC=2C3CNCC(CC12)C3 (6-Methoxy-11-aza-tricydo[7.3.1.02,7]trideca-2(7),3,5-triene hydrochloride), [OH-].[Na+] (NaOH). Solvent: aq. hydrobronic acid. Product: C12C=3C=CC=C(C3CC(CNC1)C2)O (11-AZA-TRICYCLO[7.3.1.02,7]TRIDECA-2(7),3.5-TRIEN-6-OL). RXN SMILES: Cl.C[O:3][C:4]1[C:15]2[CH2:14][CH:13]3[CH2:16][CH:9]([CH2:10][NH:11][CH2:12]3)[C:8]=2[CH:7]=[CH:6][CH:5]=1.[OH-].[Na+]>>[CH:9]12[CH2:16][CH:13]([CH2:12][NH:11][CH2:10]1)[CH2:14][C:15]1[C:4]([OH:3])=[CH:5][CH:6]=[CH:7][C:8]2=1 |f:0.1,2.3|. Reported procedure: 6-Methoxy-11-aza-tricydo[7.3.1.02,7]trideca-2(7),3,5-triene hydrochloride (55 mg, 0.23 mmol) was brought to reflux in 48% aq. hydrobronic acid (HBr) (5 mL). After 1 hour the solution was cooled and poured into 1N aq. NaOH soln. adjusted to pH 10 and product was extracted with EtOAc (3×40 mL). The organic layer was washed with brine (50 mL), dried (MgSO4) and concentrated to a white solid, which was recrystallized from EtOAc/hexanes (20 mg, 46%). 1H NMR (CDCl3) δ 6.95 (t, J=8.0 Hz, 1H), 6.68 (d, ... Reactants: C([O-])(O)=O.[Na+] (sodium bicarbonate), COC=1C(=NC=CN1)C=O (3-methoxypyrazine-2-carboxaldehyde), FC1=C(C=CC=C1)/C=C/C1CCNCC1 ((E)-4-[2-(2-fluorophenyl)vinyl]piperidine), C(C)(=O)O[BH-](OC(C)=O)OC(C)=O.[Na+] (sodium triacetoxyborohydride). Solvent: C(C)(=O)OCC (ethyl acetate), ClCCCl (1,2-dichloroethane), C(C)(=O)O (acetic acid). Reaction conditions: time 8 hour. Product: FC1=C(C=CC=C1)/C=C/C1CCN(CC1)CC=1C(=NC=CN1)OC ((E)-3-[4-[2-(2-Fluorophenyl)vinyl]piperidino]methyl-2-methoxypyrazine). The yield is 80.7%. As a reaction SMILES: [CH3:1][O:2][C:3]1[C:4]([CH:9]=O)=[N:5][CH:6]=[CH:7][N:8]=1.[F:11][C:12]1[CH:17]=[CH:16][CH:15]=[CH:14][C:13]=1/[CH:18]=[CH:19]/[CH:20]1[CH2:25][CH2:24][NH:23][CH2:22][CH2:21]1.C(O[BH-](OC(=O)C)OC(=O)C)(=O)C.[Na+].C(=O)(O)[O-].[Na+]>ClCCCl.C(O)(=O)C.C(OCC)(=O)C>[F:11][C:12]1[CH:17]=[CH:16][CH:15]=[CH:14][C:13]=1/[CH:18]=[CH:19]/[CH:20]1[CH2:21][CH2:22][N:23]([CH2:9][C:4]2[C:3]([O:2][CH3:1])=[N:8][CH:7]=[CH:6][N:5]=2)[CH2:24][CH2:25]1 |f:2.3,4.5|. Procedure details: After dissolving 186 mg of 3-methoxypyrazine-2-carboxaldehyde and 230 mg of (E)-4-[2-(2-fluorophenyl)vinyl]piperidine in 3 ml of 1,2-dichloroethane, 0.08 ml of acetic acid and 373 mg of sodium triacetoxyborohydride were added and the mixture was stirred overnight at room temperature. Saturated aqueous sodium bicarbonate solution was added to the reaction mixture and extraction was performed with ethyl acetate. The extract was washed with water and saturated brine in that order and dried over anh... The reactants are CSc1ccc2c(c1)C(c1ccccn1)=NCC(=O)N2, S=P12SP3(=S)SP(=S)(S1)SP(=S)(S2)S3, c1ccncc1. Product: CSc1ccc2c(c1)C(c1ccccn1)=NCC(=S)N2. RXN SMILES: [CH3:1][S:2][c:3]1[cH:4][cH:5][c:6]2[c:7]([cH:20]1)[C:8]([c:14]1[n:15][cH:16][cH:17][cH:18][cH:19]1)=[N:9][CH2:10][C:11](=[O:13])[NH:12]2.[P:21]12(=[S:22])[S:23][P:24]3(=[S:34])[S:25][P:26](=[S:32])([S:27][P:28](=[S:31])([S:29]3)[S:30]1)[S:33]2.[cH:35]1[cH:36][cH:37][n:38][cH:39][cH:40]1>>[CH3:1][S:2][c:3]1[cH:4][cH:5][c:6]2[c:7]([cH:20]1)[C:8]([c:14]1[n:15][cH:16][cH:17][cH:18][cH:19]1)=[N:9][CH2:10][C:11](=[S:22])[NH:12]2. Reactants: Brc1ccccc1SC1CCNCC1, CCN=C=NCCCN(C)C, CCN(C(C)C)C(C)C, Cl, Cl, CN(C)C=O, O, On1nnc2ccccc21, O=C(O)CNC(=O)c1cc(-c2ccccc2)[nH]n1. Product: O=C(NCC(=O)N1CCC(Sc2ccccc2Br)CC1)c1cc(-c2ccccc2)[nH]n1. RXN SMILES: [Br:51][c:52]1[c:53]([S:58][CH:59]2[CH2:60][CH2:61][NH:62][CH2:63][CH2:64]2)[cH:54][cH:55][cH:56][cH:57]1.[CH3:38][CH2:39][N:40]=[C:41]=[N:42][CH2:43][CH2:44][CH2:45][N:46]([CH3:47])[CH3:48].[CH:19]([N:20]([CH2:21][CH3:22])[CH:23]([CH3:24])[CH3:25])([CH3:26])[CH3:27].[ClH:49].[ClH:50].[O:65]=[CH:66][N:67]([CH3:68])[CH3:69].[OH2:70].[OH:28][n:29]1[c:30]2[c:31]([cH:32][cH:33][cH:34][cH:35]2)[n:36][n:37]1.[c:1]1(-[c:7]2[cH:8][c:9]([C:12](=[O:13])[NH:14][CH2:15][C:16](=[O:17])[OH:18])[n:10][nH:11]2)[cH:2][cH:3][cH:4][cH:5][cH:6]1>>[c:1]1(-[c:7]2[cH:8][c:9]([C:12](=[O:13])[NH:14][CH2:15][C:16](=[O:18])[N:62]3[CH2:61][CH2:60][CH:59]([S:58][c:53]4[c:52]([Br:51])[cH:57][cH:56][cH:55][cH:54]4)[CH2:64][CH2:63]3)[n:10][nH:11]2)[cH:2][cH:3][cH:4][cH:5][cH:6]1. Reactants: CCO, COC(=N)COc1ccc(OC)cc1, N. Product: COc1ccc(OCC(=N)N)cc1. RXN SMILES: [CH3:16][CH2:17][OH:18].[CH3:1][O:2][c:3]1[cH:4][cH:5][c:6]([O:7][CH2:8][C:9]([O:10][CH3:11])=[NH:12])[cH:13][cH:14]1.[NH3:15]>>[CH3:1][O:2][c:3]1[cH:4][cH:5][c:6]([O:7][CH2:8][C:9]([NH2:12])=[NH:15])[cH:13][cH:14]1.